From a dataset of the Open Reaction Database (ORD), a public repository of structured organic reaction records. describe an organic reaction: reactants, conditions, products, and yield Starting materials: CO, [Na+], [OH-], O, CCOC(=O)c1ccc2c(c1)CCC(Cc1ncc[nH]1)C2. The product is O=C(O)c1ccc2c(c1)CCC(Cc1ncc[nH]1)C2. Reaction SMILES: [CH3:24][OH:25].[Na+:23].[OH-:22].[OH2:26].[nH:1]1[c:2]([CH2:6][CH:7]2[CH2:8][c:9]3[cH:10][cH:11][c:12]([C:17](=[O:18])[O:19][CH2:20][CH3:21])[cH:13][c:14]3[CH2:15][CH2:16]2)[n:3][cH:4][cH:5]1>>[nH:1]1[c:2]([CH2:6][CH:7]2[CH2:8][c:9]3[cH:10][cH:11][c:12]([C:17](=[O:18])[OH:19])[cH:13][c:14]3[CH2:15][CH2:16]2)[n:3][cH:4][cH:5]1. The reactants are CCN(CC)C(=O)c1ccc(C(O)c2ccccc2OC)cc1, CC(=O)OC(C)=O, CO, c1ccncc1. The product is CCN(CC)C(=O)c1ccc(C(OC(C)=O)c2ccccc2OC)cc1. Reaction SMILES: [CH2:1]([CH3:2])[N:3]([C:4](=[O:5])[c:6]1[cH:7][cH:8][c:9]([CH:12]([c:13]2[c:14]([O:19][CH3:20])[cH:15][cH:16][cH:17][cH:18]2)[OH:21])[cH:10][cH:11]1)[CH2:22][CH3:23].[CH3:24][C:25](=[O:26])[O:27][C:28](=[O:29])[CH3:30].[CH3:31][OH:32].[cH:33]1[cH:34][cH:35][n:36][cH:37][cH:38]1>>[CH2:1]([CH3:2])[N:3]([C:4](=[O:5])[c:6]1[cH:7][cH:8][c:9]([CH:12]([c:13]2[c:14]([O:19][CH3:20])[cH:15][cH:16][cH:17][cH:18]2)[O:21][C:25]([CH3:24])=[O:26])[cH:10][cH:11]1)[CH2:22][CH3:23]. The reactants are COC(=O)c1ccc(Br)c(C)c1, O=C([O-])[O-], Cc1ccccc1, CCOC(C)=O, OB(O)c1ccccc1C(F)(F)F, [K+], [K+], O, c1ccc(P(c2ccccc2)(c2ccccc2)[Pd](P(c2ccccc2)(c2ccccc2)c2ccccc2)(P(c2ccccc2)(c2ccccc2)c2ccccc2)P(c2ccccc2)(c2ccccc2)c2ccccc2)cc1. Yields the product COC(=O)c1ccc(-c2ccccc2C(F)(F)F)c(C)c1. Reaction SMILES: [Br:1][c:2]1[c:3]([CH3:12])[cH:4][c:5]([C:6](=[O:7])[O:8][CH3:9])[cH:10][cH:11]1.[C:26](=[O:27])([O-:28])[O-:29].[CH3:33][c:34]1[cH:35][cH:36][cH:37][cH:38][cH:39]1.[CH3:40][CH2:41][O:42][C:43]([CH3:44])=[O:45].[F:13][C:14]([c:15]1[c:16]([B:21]([OH:22])[OH:23])[cH:17][cH:18][cH:19][cH:20]1)([F:24])[F:25].[K+:30].[K+:31].[OH2:32].[cH:46]1[cH:47][cH:48][c:49]([P:50]([Pd:51]([P:52]([c:53]2[cH:54][cH:55][cH:56][cH:57][cH:58]2)([c:59]2[cH:60][cH:61][cH:62][cH:63][cH:64]2)[c:65]2[cH:66][cH:67][cH:68][cH:69][cH:70]2)([P:71]([c:72]2[cH:73][cH:74][cH:75][cH:76][cH:77]2)([c:78]2[cH:79][cH:80][cH:81][cH:82][cH:83]2)[c:84]2[cH:85][cH:86][cH:87][cH:88][cH:89]2)[P:90]([c:91]2[cH:92][cH:93][cH:94][cH:95][cH:96]2)([c:97]2[cH:98][cH:99][cH:100][cH:101][cH:102]2)[c:103]2[cH:104][cH:105][cH:106][cH:107][cH:108]2)([c:109]2[cH:110][cH:111][cH:112][cH:113][cH:114]2)[c:115]2[cH:116][cH:117][cH:118][cH:119][cH:120]2)[cH:121][cH:122]1>>[c:2]1(-[c:16]2[c:15]([C:14]([F:13])([F:24])[F:25])[cH:20][cH:19][cH:18][cH:17]2)[c:3]([CH3:12])[cH:4][c:5]([C:6](=[O:7])[O:8][CH3:9])[cH:10][cH:11]1. Starting materials: CC(=O)c1cc(F)c(NS(C)(=O)=O)cc1F, C1CCOC1, CC(C)(C)S(N)=O, CC[O-], CC[O-], CC[O-], CC[O-], [Ti+4]. The product is CC(NS(=O)C(C)(C)C)c1cc(F)c(NS(C)(=O)=O)cc1F. Reaction SMILES: [C:1]([CH3:2])(=[O:3])[c:4]1[cH:5][c:6]([F:16])[c:7]([NH:11][S:12](=[O:13])(=[O:14])[CH3:15])[cH:8][c:9]1[F:10].[CH2:24]1[O:25][CH2:26][CH2:27][CH2:28]1.[CH3:17][C:18]([CH3:19])([CH3:20])[S:21](=[O:22])[NH2:23].[CH3:29][CH2:30][O-:31].[CH3:33][CH2:34][O-:35].[CH3:36][CH2:37][O-:38].[CH3:39][CH2:40][O-:41].[Ti+4:32]>>[CH:1]([CH3:2])([c:4]1[cH:5][c:6]([F:16])[c:7]([NH:11][S:12](=[O:13])(=[O:14])[CH3:15])[cH:8][c:9]1[F:10])[NH:23][S:21]([C:18]([CH3:17])([CH3:19])[CH3:20])=[O:22]. Procedure details: To 2,3-difluoro-4-methylphenol (1 g, 6.94 mmol) in dichloromethane at 0° C. was added nitric acid 70% (0.7 mL, 7.77 mmol). After 1 h at room temperature the solution was washed with water, dried and evaporated to give 2,3-difluoro-4-methyl-6-nitrophenol (1.2 g, 6.35 mmol, 91% yield) (D44) as yellow solid. Run in ClCCl (dichloromethane). The reactants are FC1=C(C=CC(=C1F)C)O (2,3-difluoro-4-methylphenol), [N+](=O)(O)[O-] (nitric acid). Yield: 91.5%. Reaction SMILES: [F:1][C:2]1[C:7]([F:8])=[C:6]([CH3:9])[CH:5]=[CH:4][C:3]=1[OH:10].[N+:11]([O-])([OH:13])=[O:12]>ClCCl>[F:1][C:2]1[C:7]([F:8])=[C:6]([CH3:9])[CH:5]=[C:4]([N+:11]([O-:13])=[O:12])[C:3]=1[OH:10]. Product: FC1=C(C(=CC(=C1F)C)[N+](=O)[O-])O (2,3-difluoro-4-methyl-6-nitrophenol). Reported procedure: A solution of N-(7-chloro-2-methylpyrazolo[1,5-a]pyrimidin-5-yl)-4-(2-hydroxypropan-2-yl)benzamide (2F, 81 mg, 0.235 mmol) and piperidin-4-ylmethanol (35 mg, 0.294 mmol) in DMF (1 mL) was stirred at 100° C. for 3 h. After cooling to room temperature, the mixture was diluted with a few drops of DMSO and methanol, and was then purified by preparatory HPLC (25-35% MeCN/H2O gradient+0.01% TFA). Lyophilization of the combined fractions gave the titled compound as a white solid (62.1 mg, 62%). Melting... The reagents and catalysts are CS(=O)C (DMSO). The solvent is CN(C)C=O (DMF), CO (methanol). The reactants are ClC1=CC(=NC=2N1N=C(C2)C)NC(C2=CC=C(C=C2)C(C)(C)O)=O (N-(7-chloro-2-methylpyrazolo[1,5-a]pyrimidin-5-yl)-4-(2-hydroxypropan-2-yl)benzamide), N1CCC(CC1)CO (piperidin-4-ylmethanol). The yield is 62.4%. As a reaction SMILES: Cl[C:2]1[N:7]2[N:8]=[C:9]([CH3:11])[CH:10]=[C:6]2[N:5]=[C:4]([NH:12][C:13](=[O:24])[C:14]2[CH:19]=[CH:18][C:17]([C:20]([OH:23])([CH3:22])[CH3:21])=[CH:16][CH:15]=2)[CH:3]=1.[NH:25]1[CH2:30][CH2:29][CH:28]([CH2:31][OH:32])[CH2:27][CH2:26]1>CN(C=O)C.CS(C)=O.CO>[OH:32][CH2:31][CH:28]1[CH2:29][CH2:30][N:25]([C:2]2[N:7]3[N:8]=[C:9]([CH3:11])[CH:10]=[C:6]3[N:5]=[C:4]([NH:12][C:13](=[O:24])[C:14]3[CH:19]=[CH:18][C:17]([C:20]([OH:23])([CH3:22])[CH3:21])=[CH:16][CH:15]=3)[CH:3]=2)[CH2:26][CH2:27]1. The product is OCC1CCN(CC1)C1=CC(=NC=2N1N=C(C2)C)NC(C2=CC=C(C=C2)C(C)(C)O)=O (N-(7-(4-(hydroxymethyl)piperidin-1-yl)-2-methylpyrazolo[1,5-a]pyrimidin-5-yl)-4-(2-hydroxypropan-2-yl)benzamide).